From a dataset of the Open Reaction Database (ORD), a public repository of structured organic reaction records. describe an organic reaction: reactants, conditions, products, and yield The reactants are O=S(=O)(Cl)c1cnc(Cl)c(Br)c1, ClCCl, Cl, C1CNC1, c1ccncc1. The product is O=S(=O)(c1cnc(Cl)c(Br)c1)N1CCC1. RXN SMILES: [Br:6][c:7]1[c:8]([Cl:17])[n:9][cH:10][c:11]([S:13](=[O:14])(=[O:15])[Cl:16])[cH:12]1.[Cl:18][CH2:19][Cl:20].[ClH:1].[NH:2]1[CH2:3][CH2:4][CH2:5]1.[cH:21]1[cH:22][cH:23][n:24][cH:25][cH:26]1>>[N:2]1([S:13]([c:11]2[cH:10][n:9][c:8]([Cl:17])[c:7]([Br:6])[cH:12]2)(=[O:14])=[O:15])[CH2:3][CH2:4][CH2:5]1. Reactants: N#Cc1cc2nccn2cc1Br, O=C([O-])[O-], CCCCCC, CCOC(C)=O, OB(O)c1ccc(Cl)cc1Cl, ClCCl, [Na+], [Na+], c1ccc(P(c2ccccc2)(c2ccccc2)[Pd](P(c2ccccc2)(c2ccccc2)c2ccccc2)(P(c2ccccc2)(c2ccccc2)c2ccccc2)P(c2ccccc2)(c2ccccc2)c2ccccc2)cc1. Yields the product N#Cc1cc2nccn2cc1-c1ccc(Cl)cc1Cl. As a reaction SMILES: [Br:1][c:2]1[c:3]([C:11]#[N:12])[cH:4][c:5]2[n:6]([cH:7]1)[cH:8][cH:9][n:10]2.[C:24](=[O:25])([O-:26])[O-:27].[CH3:30][CH2:31][CH2:32][CH2:33][CH2:34][CH3:35].[CH3:39][CH2:40][O:41][C:42]([CH3:43])=[O:44].[Cl:13][c:14]1[c:15]([B:21]([OH:22])[OH:23])[cH:16][cH:17][c:18]([Cl:20])[cH:19]1.[Cl:36][CH2:37][Cl:38].[Na+:28].[Na+:29].[cH:45]1[cH:46][cH:47][c:48]([P:49]([Pd:50]([P:51]([c:52]2[cH:53][cH:54][cH:55][cH:56][cH:57]2)([c:58]2[cH:59][cH:60][cH:61][cH:62][cH:63]2)[c:64]2[cH:65][cH:66][cH:67][cH:68][cH:69]2)([P:70]([c:71]2[cH:72][cH:73][cH:74][cH:75][cH:76]2)([c:77]2[cH:78][cH:79][cH:80][cH:81][cH:82]2)[c:83]2[cH:84][cH:85][cH:86][cH:87][cH:88]2)[P:89]([c:90]2[cH:91][cH:92][cH:93][cH:94][cH:95]2)([c:96]2[cH:97][cH:98][cH:99][cH:100][cH:101]2)[c:102]2[cH:103][cH:104][cH:105][cH:106][cH:107]2)([c:108]2[cH:109][cH:110][cH:111][cH:112][cH:113]2)[c:114]2[cH:115][cH:116][cH:117][cH:118][cH:119]2)[cH:120][cH:121]1>>[c:2]1(-[c:15]2[c:14]([Cl:13])[cH:19][c:18]([Cl:20])[cH:17][cH:16]2)[c:3]([C:11]#[N:12])[cH:4][c:5]2[n:6]([cH:7]1)[cH:8][cH:9][n:10]2. Starting materials: C1=C(C=CC2=CC=CC=C12)C=O (2-naphthaldehyde), C1=C(C=CC2=CC=CC=C12)C(=O)CC(C(=O)O)C (3-(2-naphthoyl)-2-methylpropionic acid), N1[C@H](C(=O)O)CCC1 (L-proline), C(C)(=S)[O-].[Na+] (sodium thioacetate). Procedure details: As for Example 48, 2-naphthaldehyde is converted to 3-(2-naphthoyl)-2-methylpropionic acid and coupled to L-proline. The 1-[3-(2-naphthoyl)-2-methylpropionyl]-L-proline is separated into isomers A and B. Isomer A, (S)-1-[3-(2-naphthoyl)-2-methylpropionyl]-L-proline is reacted with bromine in acetic acid and the product reacted with sodium thioacetate in acetonitrile as for Example 72 to give the product of the example as a glass (mixture of diastereomers). The product is C(C)(=O)SC(C(C(=O)N1[C@H](C(=O)O)CCC1)C)C(=O)C1=CC2=CC=CC=C2C=C1 (1-[3-Acetylthio-3-(2-naphthoyl)-2-methylpropionyl]-L-proline). The solvent is C(C)#N (acetonitrile). As a reaction SMILES: C1C2C(=CC=CC=2)C=CC=1C=O.[CH:13]1[C:22]2[C:17](=[CH:18][CH:19]=[CH:20][CH:21]=2)[CH:16]=[CH:15][C:14]=1[C:23]([CH2:25][CH:26]([CH3:30])[C:27]([OH:29])=O)=[O:24].[NH:31]1[CH2:38][CH2:37][CH2:36][C@H:32]1[C:33]([OH:35])=[O:34].[C:39]([O-:42])(=[S:41])[CH3:40].[Na+]>C(#N)C>[C:39]([S:41][CH:25]([C:23]([C:14]1[CH:15]=[CH:16][C:17]2[C:22](=[CH:21][CH:20]=[CH:19][CH:18]=2)[CH:13]=1)=[O:24])[CH:26]([CH3:30])[C:27]([N:31]1[CH2:38][CH2:37][CH2:36][C@H:32]1[C:33]([OH:35])=[O:34])=[O:29])(=[O:42])[CH3:40] |f:3.4|. The reactants are CC1=CSC=2NC(OC(C21)=O)=O (5-methyl-1H-thieno[2,3-d][1,3]oxazine-2,4-dione), C(C1=CC=CC=C1)N1C(OC(C2=C1SC=C2)=O)=O (1-benzyl-1H-thieno[2,3-d][1,3]oxazine-2,4-dione). Yields the product C(C1=CC=CC=C1)N1C(OC(C2=C1SC=C2C)=O)=O (1-benzyl-5-methyl-1H-thieno[2,3-d][1,3]oxazine-2,4-dione). RXN SMILES: [CH3:1][C:2]1[C:10]2[C:9](=[O:11])[O:8][C:7](=[O:12])[NH:6][C:5]=2[S:4][CH:3]=1.[CH2:13](N1C2SC=CC=2C(=O)OC1=O)[C:14]1[CH:19]=[CH:18][CH:17]=[CH:16][CH:15]=1>>[CH2:13]([N:6]1[C:5]2[S:4][CH:3]=[C:2]([CH3:1])[C:10]=2[C:9](=[O:11])[O:8][C:7]1=[O:12])[C:14]1[CH:19]=[CH:18][CH:17]=[CH:16][CH:15]=1. Procedure details: This compound was prepared from 5-methyl-1H-thieno[2,3-d][1,3]oxazine-2,4-dione (57) by applying the same method as described for the preparation of 1-benzyl-1H-thieno[2,3-d][1,3]oxazine-2,4-dione (58). Yield 4.2 g (56%); MP 183° C. 1H-NMR (DMSO-d6) δ 2.31 (s, 3H), 5.10 (s, 2H), 6.85 (s, 1H), 7.37 (m, 5H) ppm; EIMS m/z 274 (M+1). Reactants: FC(C1=C(C(=NO1)C1=CC=C(S1)C(=O)O)C)(F)F (5-(5-trifluoromethyl-4-methyl-isoxazol-3-yl)-thiophene-2-carboxylic acid), Cl.OC1CNCCC1 ((±)-3-hydroxypiperidine hydrochloride), solid. Product: OC1CN(CCC1)C(=O)C=1SC(=CC1)C1=NOC(=C1C)C(F)(F)F ((3-Hydroxy-piperidin-1-yl)-[5-(4-methyl-5-trifluoromethyl-isoxazol-3-yl)-thiophen-2-yl]-methanone). As a reaction SMILES: [F:1][C:2]([F:18])([F:17])[C:3]1[O:7][N:6]=[C:5]([C:8]2[S:12][C:11]([C:13]([OH:15])=O)=[CH:10][CH:9]=2)[C:4]=1[CH3:16].Cl.[OH:20][CH:21]1[CH2:26][CH2:25][CH2:24][NH:23][CH2:22]1>>[OH:20][CH:21]1[CH2:26][CH2:25][CH2:24][N:23]([C:13]([C:11]2[S:12][C:8]([C:5]3[C:4]([CH3:16])=[C:3]([C:2]([F:1])([F:18])[F:17])[O:7][N:6]=3)=[CH:9][CH:10]=2)=[O:15])[CH2:22]1 |f:1.2|. Procedure details: Prepared from 5-(5-trifluoromethyl-4-methyl-isoxazol-3-yl)-thiophene-2-carboxylic acid and (±)-3-hydroxypiperidine hydrochloride by the method described in Example 41. Colorless solid (101 mg, 85%). 1H NMR (CD3OD) 1.51-1.71 (m, 2H), 1.84-2.05 (m, 2H), 2.39 (q, JH-F=1.5, 3H), 3.34-3.65 (m, 2H), 3.68-3.85 (m, 2H), 3.86-4.14 (m, 1H), 7.49 (d, br, J=3.9, 1H), 7.60 (d, br, J=3.9, 1H). 13C NMR 8.0, 23.6 (br), 33.5, 45.1 (br), 55.1 (br), 67.0, 116.7 (q, J=2), 120.3 (q, J=270), 129.8, 130.9, 132.4, 141.... Starting materials: NC1=NC(=NC2=CC(=C(C=C12)OC)OC)Cl (4-amino-2-chloro-6,7-dimethoxyquinazoline), CCOC(=O)N1CCNCC1 (ethyl-N-piperazinocarboxylate), hydrochloride salt. Run at temperature 100 celsius, time 8 hour. The product is C(=O)(OCC)N1CCN(CC1)C1=NC2=CC(=C(C=C2C(=N1)N)OC)OC (2-(4-Carbethoxypiperazin-1-yl)-4-amino-6,7-dimethoxyquinazoline). As a reaction SMILES: [NH2:1][C:2]1[C:11]2[C:6](=[CH:7][C:8]([O:14][CH3:15])=[C:9]([O:12][CH3:13])[CH:10]=2)[N:5]=[C:4](Cl)[N:3]=1.[CH3:17][CH2:18][O:19][C:20]([N:22]1[CH2:27][CH2:26][NH:25][CH2:24][CH2:23]1)=[O:21]>>[C:20]([N:22]1[CH2:27][CH2:26][N:25]([C:4]2[N:3]=[C:2]([NH2:1])[C:11]3[C:6](=[CH:7][C:8]([O:14][CH3:15])=[C:9]([O:12][CH3:13])[CH:10]=3)[N:5]=2)[CH2:24][CH2:23]1)([O:19][CH2:18][CH3:17])=[O:21]. Procedure details: In a reaction vessel equipped with stirrer, thermometer and drying tube was charged 60 ml. of isoamyl alcohol, 10 g. (0.042 mole) of 4-amino-2-chloro-6,7-dimethoxyquinazoline (prepared as described in U.S. Pat. No. 3,511,836) and 7.3 g. (0.047 mole) ethyl-N-piperazinocarboxylate (Aldrich Chemical Co.). The mixture was heated at 100° C. for 3 hours and allowed to stand overnight at room temperature. The mixture was diluted with 120 ml. of isoamyl alcohol and filtered to obtain 14.3 g. (94%) of th...